This data is from the Open Reaction Database (ORD), a public repository of structured organic reaction records. The task is: describe an organic reaction: reactants, conditions, products, and yield Starting materials: O=C([O-])[O-], CS(=O)(=O)OCC1CCCOC1, CN(C)C=O, CCOC(C)=O, COCC(C)Oc1nc(N)c2nc(OC)[nH]c2n1, O=C(O)C(F)(F)F, [K+], [K+]. Yields the product COCC(C)Oc1nc(N)c2nc(OC)n(CC3CCCOC3)c2n1. Reaction SMILES: [C:26](=[O:27])([O-:28])[O-:29].[CH3:32][S:33]([O:34][CH2:37][CH:38]1[CH2:39][O:40][CH2:41][CH2:42][CH2:43]1)(=[O:35])=[O:36].[CH3:44][N:45]([CH3:46])[CH:47]=[O:48].[CH3:49][CH2:50][O:51][C:52](=[O:53])[CH3:54].[CH3:8][CH:9]([CH2:10][O:11][CH3:12])[O:13][c:14]1[n:15][c:16]([NH2:25])[c:17]2[n:18][c:19]([O:23][CH3:24])[nH:20][c:21]2[n:22]1.[F:1][C:2]([F:3])([F:4])[C:5]([OH:6])=[O:7].[K+:30].[K+:31]>>[CH3:8][CH:9]([CH2:10][O:11][CH3:12])[O:13][c:14]1[n:15][c:16]([NH2:25])[c:17]2[n:18][c:19]([O:23][CH3:24])[n:20]([CH2:37][CH:38]3[CH2:39][O:40][CH2:41][CH2:42][CH2:43]3)[c:21]2[n:22]1. The reactants are [C+4], CC1CN(C(=O)OC(C)(C)C)C12CCN(Cc1ccccc1)C2, CO, C1CCOC1, [OH-], [OH-], [OH-], [OH-], [OH-], [OH-], [Pd+2]. The product is CC1CN(C(=O)OC(C)(C)C)C12CCNC2. RXN SMILES: [C+4:31].[C:1]([CH3:2])([CH3:3])([CH3:4])[O:5][C:6](=[O:7])[N:8]1[CH2:9][CH:10]([CH3:23])[C:11]12[CH2:12][N:13]([CH2:16][c:17]1[cH:18][cH:19][cH:20][cH:21][cH:22]1)[CH2:14][CH2:15]2.[CH3:24][OH:25].[O:26]1[CH2:27][CH2:28][CH2:29][CH2:30]1.[OH-:32].[OH-:34].[OH-:35].[OH-:36].[OH-:37].[OH-:38].[Pd+2:33]>>[C:1]([CH3:2])([CH3:3])([CH3:4])[O:5][C:6](=[O:7])[N:8]1[CH2:9][CH:10]([CH3:23])[C:11]12[CH2:12][NH:13][CH2:14][CH2:15]2. The reactants are Cc1ccc(S(=O)(=O)n2cc(N3CCN(C(=O)OC(C)(C)C)CC3)c(-c3cc(Cl)c(OCc4ccccc4)cc3OCc3ccccc3)n2)cc1, CI, C1CCOC1. The product is Cc1ccc(S(=O)(=O)n2nc(-c3cc(Cl)c(OCc4ccccc4)cc3OCc3ccccc3)c(N3CCN(C(=O)OC(C)(C)C)CC3)c2C)cc1. RXN SMILES: [C:1]([CH3:2])([CH3:3])([CH3:4])[O:5][C:6](=[O:7])[N:8]1[CH2:9][CH2:10][N:11]([c:14]2[c:15](-[c:29]3[c:30]([O:44][CH2:45][c:46]4[cH:47][cH:48][cH:49][cH:50][cH:51]4)[cH:31][c:32]([O:36][CH2:37][c:38]4[cH:39][cH:40][cH:41][cH:42][cH:43]4)[c:33]([Cl:35])[cH:34]3)[n:16][n:17]([S:19](=[O:20])(=[O:21])[c:22]3[cH:23][cH:24][c:25]([CH3:28])[cH:26][cH:27]3)[cH:18]2)[CH2:12][CH2:13]1.[CH3:52][I:53].[O:54]1[CH2:55][CH2:56][CH2:57][CH2:58]1>>[C:1]([CH3:2])([CH3:3])([CH3:4])[O:5][C:6](=[O:7])[N:8]1[CH2:9][CH2:10][N:11]([c:14]2[c:15](-[c:29]3[c:30]([O:44][CH2:45][c:46]4[cH:47][cH:48][cH:49][cH:50][cH:51]4)[cH:31][c:32]([O:36][CH2:37][c:38]4[cH:39][cH:40][cH:41][cH:42][cH:43]4)[c:33]([Cl:35])[cH:34]3)[n:16][n:17]([S:19](=[O:20])(=[O:21])[c:22]3[cH:23][cH:24][c:25]([CH3:28])[cH:26][cH:27]3)[c:18]2[CH3:52])[CH2:12][CH2:13]1. Starting materials: CCOP(=O)(OCC)C(C#N)CC(C)=CCc1c(OC)c(C)c2c(c1OCC[Si](C)(C)C)C(=O)OC2, ClCCl, O=C(O)C(F)(F)F. Yields the product CCOP(=O)(OCC)C(C#N)CC(C)=CCc1c(O)c2c(c(C)c1OC)COC2=O. RXN SMILES: [CH2:1]([CH3:2])[O:3][P:4]([O:5][CH2:6][CH3:7])(=[O:8])[CH:9]([CH2:10][C:11](=[CH:12][CH2:13][c:14]1[c:15]([O:27][CH2:28][CH2:29][Si:30]([CH3:31])([CH3:32])[CH3:33])[c:16]2[c:20]([c:21]([CH3:25])[c:22]1[O:23][CH3:24])[CH2:19][O:18][C:17]2=[O:26])[CH3:34])[C:35]#[N:36].[Cl:44][CH2:45][Cl:46].[F:37][C:38]([F:39])([F:40])[C:41]([OH:42])=[O:43]>>[CH2:1]([CH3:2])[O:3][P:4]([O:5][CH2:6][CH3:7])(=[O:8])[CH:9]([CH2:10][C:11](=[CH:12][CH2:13][c:14]1[c:15]([OH:27])[c:16]2[c:20]([c:21]([CH3:25])[c:22]1[O:23][CH3:24])[CH2:19][O:18][C:17]2=[O:26])[CH3:34])[C:35]#[N:36].